Dataset: the Open Reaction Database (ORD), a public repository of structured organic reaction records. Task: describe an organic reaction: reactants, conditions, products, and yield The reactants are C(CCl)Cl (EDC), C1=CC2=C(N=C1)N(N=N2)O (HOAT), C(C)(C)(C)OC(=O)N([C@H](CC[C@H](CN)C1=C(C(=CC=C1)F)F)C(=O)O)C(=O)OC(C)(C)C ((5S)—N2,N2-bis(tert-butoxycarbonyl)-5-(2,3-difluorophenyl)-D-lysine), ClCC(C)(O)C (1-chloro-2-methyl-2-propanol), C(C)(C)N(CC)C(C)C (diisopropylethylamine), C(=O)(O)[O-].[Na+] (NaHCO3), C(C)(C)N(CC)C(C)C (diisopropylethylamine). Solvent: C(Cl)Cl (DCM), CCO (EtOH). Reaction conditions: time 8 hour. The product is N[C@H]1C(N(C[C@@H](CC1)C1=C(C(=CC=C1)F)F)C1=CC=NC=C1)=O ((3R,6S)-3-Amino-6-(2,3-difluorophenyl)-1-pyridin-4-ylazepan-2-one). The yield is 53.4%. As a reaction SMILES: C(OC([N:8](C(OC(C)(C)C)=O)[C@@H:9]([C:23]([OH:25])=O)[CH2:10][CH2:11][C@@H:12]([C:15]1[CH:20]=[CH:19][CH:18]=[C:17]([F:21])[C:16]=1[F:22])[CH2:13][NH2:14])=O)(C)(C)C.ClCC(C)(O)C.C(N(C(C)C)CC)(C)C.C(Cl)CCl.[CH:52]1[CH:57]=[N:56][C:55]2N(O)N=N[C:54]=2[CH:53]=1.C([O-])(O)=O.[Na+]>CCO.C(Cl)Cl>[NH2:8][C@@H:9]1[CH2:10][CH2:11][C@@H:12]([C:15]2[CH:20]=[CH:19][CH:18]=[C:17]([F:21])[C:16]=2[F:22])[CH2:13][N:14]([C:53]2[CH:52]=[CH:57][N:56]=[CH:55][CH:54]=2)[C:23]1=[O:25] |f:5.6|. Reported procedure: A solution of (5S)—N2,N2-bis(tert-butoxycarbonyl)-5-(2,3-difluorophenyl)-D-lysine (0.569 g, 1.24 mmol), 1-chloro-2-methyl-2-propanol (0.202 g, 1.86 mmol) and diisopropylethylamine (0.529 g, 4.10 mmol) in EtOH (5 mL) was heated at 75° C. overnight. The reaction was concentrated to dryness, diluted with DCM (20 mL) and EDC (0.358 g, 1.87 mmol), HOAT (0.252 g, 1.87 mmol) were added followed by diisopropylethylamine (0.650 mL, 3.73 mmol). After stirring overnight, NaHCO3 was added, the layers separa... Starting materials: ClC1=NC(=NC(=N1)Cl)NC1=CC(=NN1)C1CC1 (4,6-Dichloro-N-(3-cyclopropyl-1H-pyrazol-5-yl)-1,3,5-triazin-2-amine), F[C@@H]1C[C@H](NC1)C(=O)NC=1C=NC(=CC1)F ((2S,4R)-4-Fluoro-N-(6-fluoropyridin-3-yl)pyrrolidine-2-carboxamide), ClC1=NC(=NC(=N1)NC1=CC(=NN1)C1CC1)N1[C@@](CCC1)(C(=O)NC=1C=NC(=CC1)F)C ((S)-1-(4-Chloro-6-(3-cyclopropyl-1H-pyrazol-5-ylamino)-1,3,5-triazin-2-yl)-N-(6-fluoropyridin-3-yl)-2-methylpyrrolidine-2-carboxamide). Yields the product ClC1=NC(=NC(=N1)NC1=CC(=NN1)C1CC1)N1[C@@H](C[C@H](C1)F)C(=O)NC=1C=NC(=CC1)F ((2S,4R)-1-(4-Chloro-6-(3-cyclopropyl-1H-pyrazol-5-ylamino)-1,3,5-triazin-2-yl)-4-fluoro-N-(6-fluoropyridin-3-yl)pyrrolidine-2-carboxamide). Reaction SMILES: Cl[C:2]1[N:7]=[C:6]([Cl:8])[N:5]=[C:4]([NH:9][C:10]2[NH:14][N:13]=[C:12]([CH:15]3[CH2:17][CH2:16]3)[CH:11]=2)[N:3]=1.[F:18][C@H:19]1[CH2:23][NH:22][C@H:21]([C:24]([NH:26][C:27]2[CH:28]=[N:29][C:30]([F:33])=[CH:31][CH:32]=2)=[O:25])[CH2:20]1.ClC1N=C(NC2NN=C(C3CC3)C=2)N=C(N2CCC[C@@]2(C)C(NC2C=NC(F)=CC=2)=O)N=1>>[Cl:8][C:6]1[N:5]=[C:4]([NH:9][C:10]2[NH:14][N:13]=[C:12]([CH:15]3[CH2:17][CH2:16]3)[CH:11]=2)[N:3]=[C:2]([N:22]2[CH2:23][C@H:19]([F:18])[CH2:20][C@H:21]2[C:24]([NH:26][C:27]2[CH:28]=[N:29][C:30]([F:33])=[CH:31][CH:32]=2)=[O:25])[N:7]=1. Reported procedure: 79B was prepared from 1A and 79A as described for 1C: MS: 462/464(M+H)+, HPLC (Method F) Ret time: 2.61 min.